Dataset: the Open Reaction Database (ORD), a public repository of structured organic reaction records. Task: describe an organic reaction: reactants, conditions, products, and yield The reactants are NC1=CC2=CC=CC=C2C=C1N (2,3-diaminonapthalene), CC1=CC(C(C=C1C)=O)=O (4,5-dimethyl-1,2-benzoquinone), IC (iodomethane), N,N'-dialkylated phenazine, C1=CC=CC2=NC3=CC=CC=C3N=C12 (phenazine). Run in C(C)(=O)O (acetic acid), C(C)O (ethanol). The product is CC=1C(=CC=2N=C3C=C4C(=CC3=NC2C1)C=CC=C4)C (2,3-dimethylbenzo(B)phenazine). RXN SMILES: [NH2:1][C:2]1[C:11]([NH2:12])=[CH:10][C:9]2[C:4](=[CH:5][CH:6]=[CH:7][CH:8]=2)[CH:3]=1.[CH3:13][C:14]1[C:19]([CH3:20])=[CH:18][C:17](=O)[C:16](=O)[CH:15]=1.C1C2C(=NC3C(N=2)=CC=CC=3)C=CC=1.IC>C(O)(=O)C.C(O)C>[CH3:13][C:14]1[C:19]([CH3:20])=[CH:18][C:17]2[N:1]=[C:2]3[C:11](=[N:12][C:16]=2[CH:15]=1)[CH:10]=[C:9]1[CH:8]=[CH:7][CH:6]=[CH:5][C:4]1=[CH:3]3. Procedure details: The 2,3-dimethylbenzo(B)phenazine was prepared by the condensation of 2,3-diaminonapthalene with 4,5-dimethyl-1,2-benzoquinone in 4:1 ethanol to acetic acid at reflux for 2 hours. The phenazine was alkylated by the procedure of Synthesis Example 8, using iodomethane. Electrochemical analysis was consistent with an N,N'-dialkylated phenazine.